Task: describe an organic reaction: reactants, conditions, products, and yield. Dataset: the Open Reaction Database (ORD), a public repository of structured organic reaction records Reactants: CCO, Cc1ccc2c(Cl)ccnc2n1, CC(=O)Nc1ccc(Sc2ccc(OCc3cccc(Br)c3)cc2N)cc1. Yields the product CC(=O)Nc1ccc(Sc2ccc(OCc3cccc(Br)c3)cc2Nc2ccnc3nc(C)ccc23)cc1. As a reaction SMILES: [CH3:40][CH2:41][OH:42].[Cl:1][c:2]1[c:3]2[cH:4][cH:5][c:6]([CH3:12])[n:7][c:8]2[n:9][cH:10][cH:11]1.[NH2:13][c:14]1[c:15]([S:29][c:30]2[cH:31][cH:32][c:33]([NH:36][C:37]([CH3:38])=[O:39])[cH:34][cH:35]2)[cH:16][cH:17][c:18]([O:20][CH2:21][c:22]2[cH:23][c:24]([Br:28])[cH:25][cH:26][cH:27]2)[cH:19]1>>[c:2]1([NH:13][c:14]2[c:15]([S:29][c:30]3[cH:31][cH:32][c:33]([NH:36][C:37]([CH3:38])=[O:39])[cH:34][cH:35]3)[cH:16][cH:17][c:18]([O:20][CH2:21][c:22]3[cH:23][c:24]([Br:28])[cH:25][cH:26][cH:27]3)[cH:19]2)[c:3]2[cH:4][cH:5][c:6]([CH3:12])[n:7][c:8]2[n:9][cH:10][cH:11]1. Reactants: C(C1=CC=CC=C1)N1CC(CC1)(O)C1=CC(=CC(=C1)F)Cl ((−)-1-benzyl-3-(3-chloro-5-fluorophenyl)pyrrolidin-3-ol), ICC (iodoethane). Run at temperature 120 celsius. Yields the product ClC=1C=C(C=C(C1)F)C1(CN(CC1)CC)O ((−)-3-(3-CHLORO-5-FLUOROPHENYL)-1-ETHYLPYRROLIDIN-3-OL). Yield: 49.4%. Reaction SMILES: [CH2:1]([N:8]1[CH2:12][CH2:11][C:10]([C:14]2[CH:19]=[C:18]([F:20])[CH:17]=[C:16]([Cl:21])[CH:15]=2)([OH:13])[CH2:9]1)[C:2]1C=CC=CC=1.ICC>>[Cl:21][C:16]1[CH:15]=[C:14]([C:10]2([OH:13])[CH2:11][CH2:12][N:8]([CH2:1][CH3:2])[CH2:9]2)[CH:19]=[C:18]([F:20])[CH:17]=1. Procedure details: A mixture of (−)-1-benzyl-3-(3-chloro-5-fluorophenyl)pyrrolidin-3-ol (0.66 g, 2.16 mmol) and iodoethane (4 mL, 50.2 mmol) was refluxed for 4 h. The mixture was evaporated and tert-butyl methyl ether (20 mL) was added. The solvent was decantated off, morpholine (5 mL) was added and the mixture was heated under microwave irradiation at 120° C. for 30 minutes. The mixture was evaporated and purified twice by flash chromatography on silica gel (methanol/ethyl acetate, 7:3 to 3:7 and isocratic 1:1) t... The reactants are C=CCCCCCCCCCCCCCCCC (1-octadecene), C(CCCCCCC\C=C/CCCCCCCC)(=O)O (oleic acid), C(CCCCCCC)P(CCCCCCCC)(CCCCCCCC)=O (trioctylphosphine oxide), [Se] (selenium), BiCl3, [Se] (selenium), C1(=CC=CC=C1)OC1=CC=CC=C1 (diphenyl ether), BiCl3, CdO, C(CCCCCCC\C=C/CCCCCCCC)N (oleylamine). The solvent is C1(=CC=CC=C1)C (toluene), C(CCCCCCC)P(CCCCCCCC)CCCCCCCC (trioctylphosphine), CN1C(CCC1)=O (1-methyl-2-pyrrolidinone), C(CCCCCCC)P(CCCCCCCC)CCCCCCCC (trioctylphosphine), C(C)#N (acetonitrile), CO (methanol), CN1CCCC1=O (NMP). The product is C(CCCCCCC)P(O)(=O)CCCCCCCC (di-n-octylphosphinic acid). As a reaction SMILES: C=CCCCCCCCCCCCCCCCC.C1([O:25]C2C=CC=CC=2)C=CC=CC=1.C(O)(=O)CCCCCCC/C=C\CCCCCCCC.C(N)CCCCCCC/C=C\CCCCCCCC.[Se].C([P:80](=[O:97])([CH2:89][CH2:90][CH2:91][CH2:92][CH2:93][CH2:94][CH2:95][CH3:96])[CH2:81][CH2:82][CH2:83][CH2:84][CH2:85][CH2:86][CH2:87][CH3:88])CCCCCCC>C(P(CCCCCCCC)CCCCCCCC)CCCCCCC.CN1C(=O)CCC1.C1(C)C=CC=CC=1.CO.C(#N)C>[CH2:89]([P:80]([CH2:81][CH2:82][CH2:83][CH2:84][CH2:85][CH2:86][CH2:87][CH3:88])(=[O:97])[OH:25])[CH2:90][CH2:91][CH2:92][CH2:93][CH2:94][CH2:95][CH3:96] |^3:70|. Procedure: Materials. 1-methyl-2-pyrrolidinone (99.5%, Aldrich), 1-octadecene (90%, Aldrich), acetonitrile (99.9%, Fisher Chemical), BiCl3 (99.999%, Strem), CdO (99.5%, Aldrich), diphenyl ether (99%, Aldrich), methanol (ACS grade, VWR), oleic acid (90%, Aldrich), oleylamine (70% Aldrich), selenium (99.99%, Strem) trioctylphosphine (90%, Aldrich), trioctylphosphine oxide (99%, Strem), toluene (ACS grade, VWR). 1M TOP-Se was prepared by dissolving selenium powder in trioctylphosphine under inert atmosphere; ...